This data is from the Open Reaction Database (ORD), a public repository of structured organic reaction records. The task is: describe an organic reaction: reactants, conditions, products, and yield Reactants: C[Si](OC(=C)C=1OC=CC1)(C)C (1-Trimethylsilyloxy-1-(furan-2-yl)ethylene), [F-].[Cs+] (CsF), C1(CCCCC1)C=CC(=O)C1=CC(=CC=C1)O (3-cyclohexyl-1-(3-hydroxyphenyl)-2-propen-1-one), resin. Solvent: CS(=O)C (dimethyl sulfoxide). Reaction conditions: temperature 70 celsius. Yields the product C1(CCCCC1)C(CC(=O)C1=CC(=CC=C1)O)CC(=O)C=1OC=CC1 (3-cyclohexyl-1-(3-hydroxyphenyl)-5-(furan-2-yl)-1,5-pentanedione). Reaction SMILES: C[Si](C)(C)[O:3][C:4]([C:6]1[O:7][CH:8]=[CH:9][CH:10]=1)=[CH2:5].[F-].[Cs+].[CH:15]1([CH:21]=[CH:22][C:23]([C:25]2[CH:30]=[CH:29][CH:28]=[C:27]([OH:31])[CH:26]=2)=[O:24])[CH2:20][CH2:19][CH2:18][CH2:17][CH2:16]1>CS(C)=O>[CH:15]1([CH:21]([CH2:3][C:4]([C:6]2[O:7][CH:8]=[CH:9][CH:10]=2)=[O:5])[CH2:22][C:23]([C:25]2[CH:30]=[CH:29][CH:28]=[C:27]([OH:31])[CH:26]=2)=[O:24])[CH2:20][CH2:19][CH2:18][CH2:17][CH2:16]1 |f:1.2|. Procedure details: 1-Trimethylsilyloxy-1-(furan-2-yl)ethylene (1.66 g, 9.1 mmol; prepared according to J. Chem. Soc.,Perkin Trans. I 1989, 1585) and CsF (0.41 g, 2.7 mmol) were added to a suspension of 3-cyclohexyl-1-(3-hydroxyphenyl)-2-propen-1-one on Wang resin (2.6 g, 1.82 mmol) in dimethyl sulfoxide (30 mL). The reaction mixture was heated to 70° C. for 3 h and the reaction was quenched with 10% ACOH/CH2Cl2. The resin was filtered, washed with DMF (×2) and alternating MeOH and CH2Cl2 (×5), and dried under high... The reactants are BrC=1C=CC(=NC1)N(CCC1=CC=C(OC(C(=O)OCC)(C)C)C=C1)CC1=CC=C(C=C1)OC(F)(F)F (ethyl 2-[4-(2-{(5-bromopyridin-2-yl)[4-(trifluoromethoxy)benzyl]amino}ethyl)phenoxy]-2-methylpropanoate), C(=C)[Sn](CCCC)(CCCC)CCCC (vinyltributyltin). Yields the product C(C)C=1C=CC(=NC1)N(CCC1=CC=C(OC(C(=O)O)(C)C)C=C1)CC1=CC=C(C=C1)OC(F)(F)F (2-[4-(2-{(5-Ethylpyridin-2-yl)[4-(trifluoromethoxy)benzyl]amino}ethyl)phenoxy]-2-methylpropanoic acid). Reaction SMILES: Br[C:2]1[CH:3]=[CH:4][C:5]([N:8]([CH2:26][C:27]2[CH:32]=[CH:31][C:30]([O:33][C:34]([F:37])([F:36])[F:35])=[CH:29][CH:28]=2)[CH2:9][CH2:10][C:11]2[CH:25]=[CH:24][C:14]([O:15][C:16]([CH3:23])([CH3:22])[C:17]([O:19]CC)=[O:18])=[CH:13][CH:12]=2)=[N:6][CH:7]=1.[CH:38]([Sn](CCCC)(CCCC)CCCC)=[CH2:39]>>[CH2:38]([C:2]1[CH:3]=[CH:4][C:5]([N:8]([CH2:26][C:27]2[CH:32]=[CH:31][C:30]([O:33][C:34]([F:37])([F:35])[F:36])=[CH:29][CH:28]=2)[CH2:9][CH2:10][C:11]2[CH:25]=[CH:24][C:14]([O:15][C:16]([CH3:22])([CH3:23])[C:17]([OH:19])=[O:18])=[CH:13][CH:12]=2)=[N:6][CH:7]=1)[CH3:39]. Procedure details: Similarly prepared from ethyl 2-[4-(2-{(5-bromopyridin-2-yl)[4-(trifluoromethoxy)benzyl]amino}ethyl)phenoxy]-2-methylpropanoate and vinyltributyltin. 1H NMR (CDCl3) δ 8.02 (d, 1H, J=2.0), 7.32 (dd, 1H, J=8.8; 2.0), 7.12 (d, 2H, J=8.6), 7.07 (d, 2H, J=8.5), 7.0 (d, 2H, J=8.4), 6.82 (d, 2H, J=8.4), 6.42 (d, 1H, J=8.8), 4.50 (s, 2H), 3.67 (t, 2H, J=7.4), 2.80 (t, 2H, J=7.4), 2.49 (q, 2H, J=7.6), 1.55 (s, 6H), 1.19 (t, 3H, J=7.6). MS: m/z 503 (M+1). The reactants are C(C)(C)(C)OC(=O)N1[C@H](C[C@@H](C1)SC(C)=O)COCC1=C(C=C(C(=C1)F)F)F ((2R,4S)-4-acetylsulfanyl-2-(2,4,5-trifluoro-benzyloxymethyl)-pyrolidine-1-carboxylic acid tert-butyl ester), [Li+].[OH-] (LiOH). The solvent is CCO (EtOH). Conditions: time 4.5 hour. Yields the product C(C)(C)(C)OC(=O)N1[C@@H](C[C@H](C1)S)COCC1=C(C=C(C(=C1)F)F)F ((2S,4R)-4-mercapto-2-(2,4,5-trifluoro-benzyloxymethyl)-pyrrolidine-1-carboxylic acid tert-butyl ester). Isolated yield 97.2%. As a reaction SMILES: [C:1]([O:5][C:6]([N:8]1[CH2:12][C@@H:11]([S:13]C(=O)C)[CH2:10][C@@H:9]1[CH2:17][O:18][CH2:19][C:20]1[CH:25]=[C:24]([F:26])[C:23]([F:27])=[CH:22][C:21]=1[F:28])=[O:7])([CH3:4])([CH3:3])[CH3:2].[Li+].[OH-]>CCO>[C:1]([O:5][C:6]([N:8]1[CH2:12][C@H:11]([SH:13])[CH2:10][C@H:9]1[CH2:17][O:18][CH2:19][C:20]1[CH:25]=[C:24]([F:26])[C:23]([F:27])=[CH:22][C:21]=1[F:28])=[O:7])([CH3:4])([CH3:2])[CH3:3] |f:1.2|. Procedure details: A solution of 0.126 g (0.3 mmol) (2R,4S)-4-acetylsulfanyl-2-(2,4,5-trifluoro-benzyloxymethyl)-pyrolidine-1-carboxylic acid tert-butyl ester in 12 ml EtOH (degased with Ar) was treated at 0° C. with 0.9 ml 1N LiOH, warmed up to room temperature and stirred for 4.5 h. The reaction was recooled to 0° C. and quenched with aqueous 10% KHSO4. The reaction was extracted with aqueous 10% KHSO4/EtOAc (3×) and the organic phase was washed with aqueous 10% NaCl, dried over Na2SO4 and evaporated to give 0.1... Reactants: C[C@@H]1[C@H]([C@@]2([C@@H](C2(C)C)[C@H]3[C@]1([C@@H]4C=C(C(=O)[C@]4(CC(=C3)CO)O)C)O)O)O (phorbol), C[C@@H]1[C@H]([C@@]2([C@@H](C2(C)C)[C@H]3[C@]1([C@@H]4C=C(C(=O)[C@@]4(CC(=C3)CO)O)C)O)O)O (4α-phorbol). Product: C[C@@H]1[C@H]([C@@]2([C@@H](C2(C)C)[C@H]3[C@]1([C@@H]4C=C(C(=O)[C@]4(CC(=C3)CO)O)C)O)O)O.C(C)(=O)OCC (phorbol ethyl acetate). RXN SMILES: [CH3:1][C@H:2]1[C@:10]2([OH:24])[C@H:11]3[C@:16]([OH:22])([CH2:17][C:18]([CH2:20][OH:21])=[CH:19][C@H:9]2[C@@H:5]2[C:6]([CH3:8])([CH3:7])[C@:4]2([OH:25])[C@@H:3]1[OH:26])[C:14](=[O:15])[C:13]([CH3:23])=[CH:12]3.C[C@H]1[C@]2(O)[C@H]3[C@@](O)(CC(CO)=C[C@H]2[C@@H]2C(C)(C)[C@]2(O)[C@@H]1O)[C:40](=[O:41])[C:39](C)=C3>>[CH3:1][C@H:2]1[C@:10]2([OH:24])[C@H:11]3[C@:16]([OH:22])([CH2:17][C:18]([CH2:20][OH:21])=[CH:19][C@H:9]2[C@@H:5]2[C:6]([CH3:7])([CH3:8])[C@:4]2([OH:25])[C@@H:3]1[OH:26])[C:14](=[O:15])[C:13]([CH3:23])=[CH:12]3.[C:40]([O:21][CH2:20][CH3:18])(=[O:41])[CH3:39] |f:2.3|. Procedure: Characterization of phorbol and 4α-phorbol. White needles of phorbol-ethyl acetate solvate (8.9 mg; 0.34% w/w; m.p. 230° C.) were obtained after crystallization from ethyl acetate, which exhibited identical thin-layer chromatography and mass spectral characteristics to an authentic sample of the compound. The reactants are CO, O=C(c1ccc(Cl)cc1)N1CC1, O=C1NCN(c2ccccc2)C12CCNCC2, c1ccccc1. Yields the product O=C(NCCN1CCC2(CC1)C(=O)NCN2c1ccccc1)c1ccc(Cl)cc1. Reaction SMILES: [CH3:36][OH:37].[Cl:1][c:2]1[cH:3][cH:4][c:5]([C:6](=[O:7])[N:8]2[CH2:9][CH2:10]2)[cH:11][cH:12]1.[c:13]1([N:19]2[CH2:20][NH:21][C:22](=[O:29])[C:23]23[CH2:24][CH2:25][NH:26][CH2:27][CH2:28]3)[cH:14][cH:15][cH:16][cH:17][cH:18]1.[cH:30]1[cH:31][cH:32][cH:33][cH:34][cH:35]1>>[Cl:1][c:2]1[cH:3][cH:4][c:5]([C:6](=[O:7])[NH:8][CH2:10][CH2:9][N:26]2[CH2:25][CH2:24][C:23]3([N:19]([c:13]4[cH:14][cH:15][cH:16][cH:17][cH:18]4)[CH2:20][NH:21][C:22]3=[O:29])[CH2:28][CH2:27]2)[cH:11][cH:12]1. Reactants: C(C)(C)(C)OC(NC1=CC=C(C=C1)NC1=NC2=CC=CC=C2C(=N1)N(C)C)=O ([4-(4-dimethylamino-quinazolin-2-ylamino)-phenyl]-carbamic acid tert-butyl ester), BrC1=CC(=C(C=C1)S(=O)(=O)Cl)OC(F)(F)F (4-bromo-2-trifluoromethoxy-benzenesulfonyl chloride), Cl (hydrogen chloride), C(=O)(O)[O-].[Na+] (NaHCO3). Solvent: CCOC(=O)C (EtOAc), C(Cl)Cl (CH2Cl2), C(Cl)Cl (CH2Cl2), CCOC(=O)C (EtOAc), C(Cl)Cl (CH2Cl2). Conditions: time 4 hour. Yields the product BrC1=CC(=C(C=C1)S(=O)(=O)NC1=CC=C(C=C1)NC1=NC2=CC=CC=C2C(=N1)N(C)C)OC(F)(F)F (4-bromo-N-[4-(4-dimethylamino-quinazolin-2-ylamino)-phenyl]-2-trifluoromethoxy-benzenesulfonamide). Yield: 34.7%. Reaction SMILES: C(OC(=O)[NH:7][C:8]1[CH:13]=[CH:12][C:11]([NH:14][C:15]2[N:24]=[C:23]([N:25]([CH3:27])[CH3:26])[C:22]3[C:17](=[CH:18][CH:19]=[CH:20][CH:21]=3)[N:16]=2)=[CH:10][CH:9]=1)(C)(C)C.Cl.C([O-])(O)=O.[Na+].[Br:35][C:36]1[CH:41]=[CH:40][C:39]([S:42](Cl)(=[O:44])=[O:43])=[C:38]([O:46][C:47]([F:50])([F:49])[F:48])[CH:37]=1>CCOC(C)=O.C(Cl)Cl>[Br:35][C:36]1[CH:41]=[CH:40][C:39]([S:42]([NH:7][C:8]2[CH:9]=[CH:10][C:11]([NH:14][C:15]3[N:24]=[C:23]([N:25]([CH3:26])[CH3:27])[C:22]4[C:17](=[CH:18][CH:19]=[CH:20][CH:21]=4)[N:16]=3)=[CH:12][CH:13]=2)(=[O:44])=[O:43])=[C:38]([O:46][C:47]([F:49])([F:48])[F:50])[CH:37]=1 |f:2.3|. Procedure details: To a suspension of [4-(4-dimethylamino-quinazolin-2-ylamino)-phenyl]-carbamic acid tert-butyl ester (380 mg, 1.00 mmol) in EtOAc (4 mL) and CH2Cl2 (4 mL) was added 4 M hydrogen chloride in EtOAc (4 mL). The mixture was stirred at ambient temperature for 4 hr and concentrated to give a white solid. The solid was alkalized with saturated aqueous NaHCO3 filtered, washed with H2O and hexane, and dried at 50° C. under reduced pressure. To a solution of 4-bromo-2-trifluoromethoxy-benzenesulfonyl chlor... The reactants are FC1=C(OCC(=O)OC(C)(C)C)C=CC(=C1)CCC(C=1SC(=CC1)C1=CC=C(C=C1)C(F)(F)F)=O (tert-butyl 2-(2-fluoro-4-(3-oxo-3-(5-(4-(trifluoromethyl)phenyl)thien-2-yl)propyl)phenoxy)acetate), FC(C(=O)O)(F)F (trifluoroacetic acid). Product: FC1=C(OCC(=O)O)C=CC(=C1)CCC(C=1SC(=CC1)C1=CC=C(C=C1)C(F)(F)F)=O (2-(2-Fluoro-4-(3-oxo-3-(5-(4-(trifluoromethyl)phenyl)thien-2-yl)propyl)-phenoxy)acetic acid). As a reaction SMILES: [F:1][C:2]1[CH:16]=[C:15]([CH2:17][CH2:18][C:19](=[O:35])[C:20]2[S:21][C:22]([C:25]3[CH:30]=[CH:29][C:28]([C:31]([F:34])([F:33])[F:32])=[CH:27][CH:26]=3)=[CH:23][CH:24]=2)[CH:14]=[CH:13][C:3]=1[O:4][CH2:5][C:6]([O:8]C(C)(C)C)=[O:7].FC(F)(F)C(O)=O>>[F:1][C:2]1[CH:16]=[C:15]([CH2:17][CH2:18][C:19](=[O:35])[C:20]2[S:21][C:22]([C:25]3[CH:26]=[CH:27][C:28]([C:31]([F:34])([F:33])[F:32])=[CH:29][CH:30]=3)=[CH:23][CH:24]=2)[CH:14]=[CH:13][C:3]=1[O:4][CH2:5][C:6]([OH:8])=[O:7]. Procedure details: 2-(2-Fluoro-4-(3-oxo-3-(5-(4-(trifluoromethyl)phenyl)thien-2-yl)propyl)-phenoxy)acetic acid is prepared from tert-butyl 2-(2-fluoro-4-(3-oxo-3-(5-(4-(trifluoromethyl)phenyl)thien-2-yl)propyl)phenoxy)acetate according to general procedure E using 10 equivalents of trifluoroacetic acid. Starting materials: CCOC(=O)COc1cc(F)cc(C2(OC)CCOCC2)c1, O=C(O)CC(O)(CC(=O)O)C(=O)O. Yields the product COC1(c2cc(F)cc(OCC(=O)O)c2)CCOCC1. As a reaction SMILES: [F:1][c:2]1[cH:3][c:4]([O:5][CH2:6][C:7](=[O:8])[O:9][CH2:10][CH3:11])[cH:12][c:13]([C:15]2([O:21][CH3:22])[CH2:16][CH2:17][O:18][CH2:19][CH2:20]2)[cH:14]1.[OH:23][C:24]([CH2:25][C:26]([C:27](=[O:28])[OH:29])([CH2:30][C:31](=[O:32])[OH:33])[OH:34])=[O:35]>>[F:1][c:2]1[cH:3][c:4]([O:5][CH2:6][C:7](=[O:8])[OH:9])[cH:12][c:13]([C:15]2([O:21][CH3:22])[CH2:16][CH2:17][O:18][CH2:19][CH2:20]2)[cH:14]1. Reactants: CCOC(OCC)C(CC(=O)OC(C)(C)C)NS(=O)(=O)c1ccc(NC(=O)CCCN(C)C)cc1OCc1ccccc1, CCO. The product is CCOC(OCC)C(CC(=O)OC(C)(C)C)NS(=O)(=O)c1ccc(NC(=O)CCCN(C)C)cc1O. Reaction SMILES: [C:1]([CH3:2])([CH3:3])([CH3:4])[O:5][C:6]([CH2:7][CH:8]([CH:9]([O:10][CH2:11][CH3:12])[O:13][CH2:14][CH3:15])[NH:16][S:17](=[O:18])(=[O:19])[c:20]1[c:21]([O:35][CH2:36][c:37]2[cH:38][cH:39][cH:40][cH:41][cH:42]2)[cH:22][c:23]([NH:26][C:27]([CH2:28][CH2:29][CH2:30][N:31]([CH3:32])[CH3:33])=[O:34])[cH:24][cH:25]1)=[O:43].[CH3:44][CH2:45][OH:46]>>[C:1]([CH3:2])([CH3:3])([CH3:4])[O:5][C:6]([CH2:7][CH:8]([CH:9]([O:10][CH2:11][CH3:12])[O:13][CH2:14][CH3:15])[NH:16][S:17](=[O:18])(=[O:19])[c:20]1[c:21]([OH:35])[cH:22][c:23]([NH:26][C:27]([CH2:28][CH2:29][CH2:30][N:31]([CH3:32])[CH3:33])=[O:34])[cH:24][cH:25]1)=[O:43].